The task is: describe an organic reaction: reactants, conditions, products, and yield. This data is from the Open Reaction Database (ORD), a public repository of structured organic reaction records. Reactants: O=C1CN(C(=O)c2cc(-c3cccc(Cl)c3)c(-c3ccc(F)cc3)o2)CCN1, N#Cc1cccc(-c2oc(C(=O)O)cc2-c2cc(F)cc(Cl)c2)c1, O=C1CNCCN1. As a reaction SMILES: [Cl:1][c:2]1[cH:3][c:4](-[c:5]2[cH:6][c:7]([C:8](=[O:9])[N:22]3[CH2:23][C:24](=[O:28])[NH:25][CH2:26][CH2:27]3)[o:10][c:11]2-[c:12]2[cH:13][cH:14][c:15]([F:16])[cH:17][cH:18]2)[cH:19][cH:20][cH:21]1.[Cl:29][c:30]1[cH:31][c:32](-[c:37]2[cH:38][c:39]([C:50](=[O:51])[OH:52])[o:40][c:41]2-[c:42]2[cH:43][c:44]([C:48]#[N:49])[cH:45][cH:46][cH:47]2)[cH:33][c:34]([F:36])[cH:35]1.[NH:53]1[CH2:54][CH2:55][NH:56][CH2:57][C:58]1=[O:59]>>[N:22]1([C:50]([c:39]2[cH:38][c:37](-[c:32]3[cH:31][c:30]([Cl:29])[cH:35][c:34]([F:36])[cH:33]3)[c:41](-[c:42]3[cH:43][c:44]([C:48]#[N:49])[cH:45][cH:46][cH:47]3)[o:40]2)=[O:51])[CH2:23][C:24](=[O:28])[NH:25][CH2:26][CH2:27]1. Product: N#Cc1cccc(-c2oc(C(=O)N3CCNC(=O)C3)cc2-c2cc(F)cc(Cl)c2)c1. The reactants are C(C1=CC=CC=C1)OC(=O)NCC1=CC(=C(C=C1)OC)OCC1CO1 (N-benzyloxycarbonyl-3-(2,3-epoxypropyloxy)-4-methoxybenzylamine), FC1=CC=C(CN2CCNCC2)C=C1 (4-fluorobenzyl-piperazine). Solvent: C(C)O (ethanol). Reaction conditions: time 8 hour. The product is C(C1=CC=CC=C1)OC(=O)NCC1=CC(=C(C=C1)OC)OCC(CN1CCN(CC1)CC1=CC=C(C=C1)F)O (N-Benzyloxycarbonyl-3-[{4-(4-fluorobenzyl)-piperazin-1-yl}-β-hydroxypropyloxy]-4-methoxybenzylamine). The yield is 69.2%. RXN SMILES: [CH2:1]([O:8][C:9]([NH:11][CH2:12][C:13]1[CH:18]=[CH:17][C:16]([O:19][CH3:20])=[C:15]([O:21][CH2:22][CH:23]2[O:25][CH2:24]2)[CH:14]=1)=[O:10])[C:2]1[CH:7]=[CH:6][CH:5]=[CH:4][CH:3]=1.[F:26][C:27]1[CH:39]=[CH:38][C:30]([CH2:31][N:32]2[CH2:37][CH2:36][NH:35][CH2:34][CH2:33]2)=[CH:29][CH:28]=1>C(O)C>[CH2:1]([O:8][C:9]([NH:11][CH2:12][C:13]1[CH:18]=[CH:17][C:16]([O:19][CH3:20])=[C:15]([O:21][CH2:22][CH:23]([OH:25])[CH2:24][N:35]2[CH2:34][CH2:33][N:32]([CH2:31][C:30]3[CH:38]=[CH:39][C:27]([F:26])=[CH:28][CH:29]=3)[CH2:37][CH2:36]2)[CH:14]=1)=[O:10])[C:2]1[CH:3]=[CH:4][CH:5]=[CH:6][CH:7]=1. Reported procedure: A mixture comprising 2.4 g of N-benzyloxycarbonyl-3-(2,3-epoxypropyloxy)-4-methoxybenzylamine, 30 ml of ethanol and 1.4 g of 4-fluorobenzyl-piperazine, was refluxed under heating with stirring overnight. The mixture was cooled to room temperature, and then the reaction solution was concentrated under reduced pressure and extracted with chloroform. The organic layer was washed with an aqueous potassium carbonate solution and then dried over anhydrous sodium sulfate. Then, the solvent was distille... Reactants: CCOc1c(OC)c2c(c(OC)c1C(C)=O)CC(N1CCCCC1)O2, O, O=Cc1ccc(O)cc1. Product: CCOc1c(OC)c2c(c(OC)c1C(=O)C=Cc1ccc(O)cc1)CC(N1CCCCC1)O2. As a reaction SMILES: [N:10]1([CH:16]2[O:17][c:18]3[c:19]([c:21]([O:33][CH3:34])[c:22]([C:30]([CH3:31])=[O:32])[c:23]([O:27][CH2:28][CH3:29])[c:24]3[O:25][CH3:26])[CH2:20]2)[CH2:11][CH2:12][CH2:13][CH2:14][CH2:15]1.[OH2:35].[OH:1][c:2]1[cH:3][cH:4][c:5]([CH:6]=[O:7])[cH:8][cH:9]1>>[OH:1][c:2]1[cH:3][cH:4][c:5]([CH:6]=[CH:31][C:30]([c:22]2[c:21]([O:33][CH3:34])[c:19]3[c:18]([c:24]([O:25][CH3:26])[c:23]2[O:27][CH2:28][CH3:29])[O:17][CH:16]([N:10]2[CH2:11][CH2:12][CH2:13][CH2:14][CH2:15]2)[CH2:20]3)=[O:32])[cH:8][cH:9]1. The reactants are O=C([O-])[O-], Fc1ccc(CCl)cc1, [K+], [K+], CN(C)C=O, O, O=c1cc(O)cc[nH]1. Yields the product O=c1cc(OCc2ccc(F)cc2)cc[nH]1. As a reaction SMILES: [C:1](=[O:2])([O-:3])[O-:4].[Cl:15][CH2:16][c:17]1[cH:18][cH:19][c:20]([F:23])[cH:21][cH:22]1.[K+:5].[K+:6].[O:25]=[CH:26][N:27]([CH3:28])[CH3:29].[OH2:24].[OH:7][c:8]1[cH:9][c:10](=[O:14])[nH:11][cH:12][cH:13]1>>[O:7]([c:8]1[cH:9][c:10](=[O:14])[nH:11][cH:12][cH:13]1)[CH2:16][c:17]1[cH:18][cH:19][c:20]([F:23])[cH:21][cH:22]1.